From a dataset of the Open Reaction Database (ORD), a public repository of structured organic reaction records. describe an organic reaction: reactants, conditions, products, and yield Reactants: BrC=1C(=NC=CC1)Cl (3-bromo-2-chloropyridine), ClC=1C=C(C(=O)OO)C=CC1 (3-chloroperoxybenzoic acid). Run in ClCCCl (1,2-dichloroethane). The product is BrC=1C(=[N+](C=CC1)[O-])Cl (3-bromo-2-chloropyridine 1-oxide). As a reaction SMILES: [Br:1][C:2]1[C:3]([Cl:8])=[N:4][CH:5]=[CH:6][CH:7]=1.ClC1C=C(C=CC=1)C(OO)=[O:14]>ClCCCl>[Br:1][C:2]1[C:3]([Cl:8])=[N+:4]([O-:14])[CH:5]=[CH:6][CH:7]=1. Reported procedure: A solution of 3-bromo-2-chloropyridine (50 g, 0.26 mol) and 3-chloroperoxybenzoic acid (70-75% wet with water; 67.3 g, 0.39 mol) in 1,2-dichloroethane (600 mL) was heated under reflux for 7 hours. The reaction was then concentrated under reduced pressure to an approximate volume of 200 mL and purified by chromatography on silica gel (Gradient: 80% to 100% ethyl acetate in heptane, followed by 5% to 10% methanol in ethyl acetate) to yield the title compound as a brown solid. Yield: 32.9 g, 0.158 ...